This data is from the Open Reaction Database (ORD), a public repository of structured organic reaction records. The task is: describe an organic reaction: reactants, conditions, products, and yield Reactants: BrC1=CN=C2C(=N1)C(=CN2C(C2=CC=CC=C2)(C2=CC=CC=C2)C2=CC=CC=C2)C(=O)NC(C)(C)C (2-bromo-N-tert-butyl-5-trityl-5H-pyrrolo[3,2-b]pyrazine-7-carboxamide), FC1=CC=C2C(=NNC2=C1)[Sn](CCCC)(CCCC)CCCC (6-fluoro-3-(tributylstannyl)-1H-indazole). The reagents and catalysts are C=1C=CC(=CC1)[P](C=2C=CC=CC2)(C=3C=CC=CC3)[Pd]([P](C=4C=CC=CC4)(C=5C=CC=CC5)C=6C=CC=CC6)([P](C=7C=CC=CC7)(C=8C=CC=CC8)C=9C=CC=CC9)[P](C=1C=CC=CC1)(C=1C=CC=CC1)C=1C=CC=CC1 (Pd(PPh3)4), [Cu]I (CuI). Solvent: CN(C)C=O (DMF). Conditions: temperature 85 celsius, time 16 hour. Product: C(C)(C)(C)NC(=O)C1=CN(C=2C1=NC(=CN2)C2=NNC1=CC(=CC=C21)F)C(C2=CC=CC=C2)(C2=CC=CC=C2)C2=CC=CC=C2 (N-tert-butyl-2-(6-fluoro-1H-indazol-3-yl)-5-trityl-5H-pyrrolo[3,2-b]pyrazine-7-carboxamide). The yield is 27.0%. Reaction SMILES: Br[C:2]1[N:7]=[C:6]2[C:8]([C:30]([NH:32][C:33]([CH3:36])([CH3:35])[CH3:34])=[O:31])=[CH:9][N:10]([C:11]([C:24]3[CH:29]=[CH:28][CH:27]=[CH:26][CH:25]=3)([C:18]3[CH:23]=[CH:22][CH:21]=[CH:20][CH:19]=3)[C:12]3[CH:17]=[CH:16][CH:15]=[CH:14][CH:13]=3)[C:5]2=[N:4][CH:3]=1.[F:37][C:38]1[CH:46]=[C:45]2[C:41]([C:42]([Sn](CCCC)(CCCC)CCCC)=[N:43][NH:44]2)=[CH:40][CH:39]=1>CN(C=O)C.C1C=CC([P]([Pd]([P](C2C=CC=CC=2)(C2C=CC=CC=2)C2C=CC=CC=2)([P](C2C=CC=CC=2)(C2C=CC=CC=2)C2C=CC=CC=2)[P](C2C=CC=CC=2)(C2C=CC=CC=2)C2C=CC=CC=2)(C2C=CC=CC=2)C2C=CC=CC=2)=CC=1.[Cu]I>[C:33]([NH:32][C:30]([C:8]1[C:6]2=[N:7][C:2]([C:42]3[C:41]4[C:45](=[CH:46][C:38]([F:37])=[CH:39][CH:40]=4)[NH:44][N:43]=3)=[CH:3][N:4]=[C:5]2[N:10]([C:11]([C:18]2[CH:23]=[CH:22][CH:21]=[CH:20][CH:19]=2)([C:24]2[CH:29]=[CH:28][CH:27]=[CH:26][CH:25]=2)[C:12]2[CH:13]=[CH:14][CH:15]=[CH:16][CH:17]=2)[CH:9]=1)=[O:31])([CH3:35])([CH3:34])[CH3:36] |^1:68,70,89,108|. Reported procedure: In a round-bottomed flask, 2-bromo-N-tert-butyl-5-trityl-5H-pyrrolo[3,2-b]pyrazine-7-carboxamide (600 mg, 1.12 mmol) and 6-fluoro-3-(tributylstannyl)-1H-indazole (475 mg, 1.12 mmol) were dissolved in DMF (10 mL) under nitrogen. Pd(PPh3)4 (65 mg, 0.056 mmol) and CuI (43 mg, 0.224 mmol) were added and the mixture sonicated for 5 min while bubbling nitrogen. The reaction mixture was stirred at 85° C. for 16 hours. After solvent removal, the concentrated mixture was purified by column chromatography... Starting materials: C1CCCCC12NC1(CCCCC1)CNC2 (7,15-diazadispiro[5,1,5,3]hexadecane), N1=CC=CC=C1 (pyridine), C(CCCCCCCCCCCCCCCCC)(=O)Cl (stearoyl chloride). Run in CCCCCC (hexane). Conditions: temperature 5 celsius, time 20 minute. Yields the product C(CCCCCCCCCCCCCCCCC)(=O)N1CC2(NC3(CCCCC3)C1)CCCCC2 (15-stearoyl- 7,15-diazadispiro[5,1,5,3]hexadecane). As a reaction SMILES: [CH2:1]1[C:6]2([CH2:16][NH:15][CH2:14][C:8]3([CH2:13][CH2:12][CH2:11][CH2:10][CH2:9]3)[NH:7]2)[CH2:5][CH2:4][CH2:3][CH2:2]1.N1C=CC=CC=1.[C:23](Cl)(=[O:41])[CH2:24][CH2:25][CH2:26][CH2:27][CH2:28][CH2:29][CH2:30][CH2:31][CH2:32][CH2:33][CH2:34][CH2:35][CH2:36][CH2:37][CH2:38][CH2:39][CH3:40]>CCCCCC>[C:23]([N:15]1[CH2:14][C:8]2([CH2:13][CH2:12][CH2:11][CH2:10][CH2:9]2)[NH:7][C:6]2([CH2:1][CH2:2][CH2:3][CH2:4][CH2:5]2)[CH2:16]1)(=[O:41])[CH2:24][CH2:25][CH2:26][CH2:27][CH2:28][CH2:29][CH2:30][CH2:31][CH2:32][CH2:33][CH2:34][CH2:35][CH2:36][CH2:37][CH2:38][CH2:39][CH3:40]. Procedure: In a 500 ml. 3-necked flask equipped with stirrer, condenser with drying tube, thermometer, dropping funnel and nitrogen inlet was placed a solution of 15.6 g. (0.07 moles) of 7,15-diazadispiro[5,1,5,3]hexadecane in 150 ml. of dry pyridine. Under a dry nitrogen atmosphere, the solution was cooled to 5° C with an external ice bath and a solution of 21.2 g. (0.07 moles) of stearoyl chloride in 50 ml. of hexane was added dropwise with stirring over a 20 minute period. The reaction mixture was then ... Starting materials: CO, C=CC1(O)Cc2ccccc2C1, [Na+], O=[O+][O-], O, O=S([O-])O, O=S([O-])O. The product is O=C1Cc2ccccc2C1. As a reaction SMILES: [CH3:25][OH:26].[CH:1](=[CH2:2])[C:3]1([OH:12])[CH2:4][c:5]2[cH:6][cH:7][cH:8][cH:9][c:10]2[CH2:11]1.[Na+:20].[O-:13][O+:14]=[O:15].[OH2:27].[S:16](=[O:17])([OH:18])[O-:19].[S:21](=[O:22])([OH:23])[O-:24]>>[C:3]1(=[O:12])[CH2:4][c:5]2[cH:6][cH:7][cH:8][cH:9][c:10]2[CH2:11]1. Reactants: ClCC=O (chloroacetaldehyde), COC(C1=CN=C(C=C1)N)=O (6-amino-nicotinic acid methyl ester). Solvent: C(C)O (ethanol). Product: COC(=O)C=1C=CC=2N(C1)C=CN2 (Imidazo[1,2-a]pyridine-6-carboxylic acid methyl ester). RXN SMILES: Cl[CH2:2][CH:3]=O.[CH3:5][O:6][C:7](=[O:15])[C:8]1[CH:13]=[CH:12][C:11]([NH2:14])=[N:10][CH:9]=1>C(O)C>[CH3:5][O:6][C:7]([C:8]1[CH:13]=[CH:12][C:11]2[N:10]([CH:2]=[CH:3][N:14]=2)[CH:9]=1)=[O:15]. Procedure details: To a solution of 50% aq. chloroacetaldehyde (1.1 eq, 36 mmol, 4.6 ml) in ethanol (120 ml) is added 6-amino-nicotinic acid methyl ester (1 eq, 33 mmol, 5 g) at room temperature. The reaction mixture is heated at reflux for 18 hours. The solvent is removed in vacuo and the crude product is dissolved in water (400 ml). The aqueous solution is treated with sodium bicarbonate to pH=8 and extracted with DCM (3×250 ml). The organic layer is dried (MgSO4) and evaporated to give the title compound as a b...